Task: describe an organic reaction: reactants, conditions, products, and yield. Dataset: the Open Reaction Database (ORD), a public repository of structured organic reaction records The reactants are C(CCC)[Li] (n-butyllithium), C(=O)=O (CO2), solution, C1(CC1)NC(=O)C=1N=C(OC1)C(C)C (2-isopropyloxazole-4-carboxylic acid-cyclopropylamide). Solvent: CCCCCC (hexane), O1CCCC1 (tetrahydrofuran). Conditions: time 30 minute. Product: C1(CC1)NC(=O)C=1N=C(OC1C(=O)O)C(C)C (4-cyclopropylaminocarbonyl-2-isopropyloxazole-5-carboxylic acid). Isolated yield 81.0%. As a reaction SMILES: C([Li])CCC.[CH:6]1([NH:9][C:10]([C:12]2[N:13]=[C:14]([CH:17]([CH3:19])[CH3:18])[O:15][CH:16]=2)=[O:11])[CH2:8][CH2:7]1.[C:20](=[O:22])=[O:21]>CCCCCC.O1CCCC1>[CH:6]1([NH:9][C:10]([C:12]2[N:13]=[C:14]([CH:17]([CH3:19])[CH3:18])[O:15][C:16]=2[C:20]([OH:22])=[O:21])=[O:11])[CH2:7][CH2:8]1. Procedure: At -70° C. and under a nitrogen blanket, 0.12 mol of n-butyllithium (80.0 ml of a 1.5 molar solution in hexane) was dripped into a solution of 10.4 g (0.054 mol) of 2-isopropyloxazole-4-carboxylic acid-cyclopropylamide in 250 ml of tetrahydrofuran, and the mixture was stirred for 30 minutes at this temperature. The reaction mixture was then poured onto 500 g of solid CO2 and allowed to stand overnight. The residue remaining after evaporating down was taken up in 200 ml of water and 30 ml of 2N N...